From a dataset of the Open Reaction Database (ORD), a public repository of structured organic reaction records. describe an organic reaction: reactants, conditions, products, and yield Starting materials: COc1ccc(S(=O)(=O)Cl)cc1, O=C1c2ccccc2C(=O)N1OC1CCCC1, CCN(C(C)C)C(C)C, NN, C1CCOC1. Product: COc1ccc(S(=O)(=O)NOC2CCCC2)cc1. Reaction SMILES: [CH3:20][O:21][c:22]1[cH:23][cH:24][c:25]([S:28](=[O:29])(=[O:30])[Cl:31])[cH:26][cH:27]1.[CH:1]1([O:6][N:7]2[C:8](=[O:9])[c:10]3[c:11]([cH:12][cH:13][cH:14][cH:15]3)[C:16]2=[O:17])[CH2:2][CH2:3][CH2:4][CH2:5]1.[CH:32]([N:33]([CH2:34][CH3:35])[CH:36]([CH3:37])[CH3:38])([CH3:39])[CH3:40].[NH2:18][NH2:19].[O:41]1[CH2:42][CH2:43][CH2:44][CH2:45]1>>[CH:1]1([O:6][NH:7][S:28]([c:25]2[cH:24][cH:23][c:22]([O:21][CH3:20])[cH:27][cH:26]2)(=[O:29])=[O:30])[CH2:2][CH2:3][CH2:4][CH2:5]1. Reactants: C(C)(C)(C)OC(=O)N[C@@H](CC1=CC=CC=C1)C(=O)O (N-t butoxycarbonyl-L-phenylalanine), acid anhydride, O[C@H](C(=O)OCC1=CC=CC=C1)CC=1NC=CN1 (benzyl (S)-α-hydroxyimidazolepropionate), CN1CCOCC1 (N-methylmorpholine). Reagents/catalysts: O (water), CN(C1=CC=NC=C1)C (4-dimethylaminopyridine). The solvent is C(Cl)Cl (methylene chloride), C(Cl)Cl (methylene chloride). Conditions: time 6 day. Product: C(C1=CC=CC=C1)OC([C@H](CC=1N=CNC1)OC([C@@H](NC(=O)OC(C)(C)C)CC1=CC=CC=C1)=O)=O ((S)-α-[[N-(t-butoxycarbonyl) 3-phenyl-L-alanyl] oxy]imidazole-4-propionic acid benzyl ester). The yield is 13.0%. Reaction SMILES: [C:1]([O:5][C:6]([NH:8][C@H:9]([C:17]([OH:19])=[O:18])[CH2:10][C:11]1[CH:16]=[CH:15][CH:14]=[CH:13][CH:12]=1)=[O:7])([CH3:4])([CH3:3])[CH3:2].O[C@@H:21]([CH2:32][C:33]1[NH:34][CH:35]=CN=1)[C:22]([O:24][CH2:25][C:26]1[CH:31]=[CH:30][CH:29]=[CH:28][CH:27]=1)=[O:23].[CH3:38][N:39]1CCOCC1>C(Cl)Cl.CN(C)C1C=CN=CC=1.O>[CH2:25]([O:24][C:22](=[O:23])[C@@H:21]([O:18][C:17](=[O:19])[C@H:9]([CH2:10][C:11]1[CH:16]=[CH:15][CH:14]=[CH:13][CH:12]=1)[NH:8][C:6]([O:5][C:1]([CH3:4])([CH3:2])[CH3:3])=[O:7])[CH2:32][C:33]1[N:34]=[CH:35][NH:39][CH:38]=1)[C:26]1[CH:27]=[CH:28][CH:29]=[CH:30][CH:31]=1. Procedure: 1.99 g of N-t butoxycarbonyl-L-phenylalanine and 1.58 g of benzyl (S)-α-hydroxyimidazolepropionate were suspended in 25 ml of methylene chloride and stirred. After stirring at room temperature for 15 minutes, 305 mg of 4-dimethylaminopyridine were added and the reaction mixture was cooled to -15°. After the dropwise addition of 2 ml of N-methylmorpholine and a solution of 6.6 g of propanephosphoric acid anhydride in 5 ml of methylene chloride, the reaction mixture was stirred at -15° for an addi... Reactants: C(CCC)[Li] (n-butyllithium), BrCC1=CC=C(C=C1)CBr (α,α'-dibromo-p-xylene), C(C)(C)NC(C)C (diisopropylamine), C(C(C)C)(=O)OC (methyl isobutyrate). The solvent is CCCCCC (hexane), O1CCCC1 (tetrahydrofuran). Conditions: temperature -78 celsius, time 30 minute. The product is C(=O)(OC)C(CC1=CC=C(C=C1)CC(C)(C(=O)OC)C)(C)C (1,4-bis(2-carbomethoxy-2-methylpropyl)benzene). The yield is 86.1%. Reaction SMILES: C(N[CH:5]([CH3:7])[CH3:6])(C)C.C([Li])CCC.[C:13]([O:18][CH3:19])(=[O:17])[CH:14]([CH3:16])[CH3:15].Br[CH2:21][C:22]1[CH:27]=[CH:26][C:25]([CH2:28]Br)=[CH:24][CH:23]=1>CCCCCC.O1CCCC1>[C:13]([C:5]([CH3:6])([CH3:7])[CH2:21][C:22]1[CH:27]=[CH:26][C:25]([CH2:28][C:14]([CH3:16])([C:13]([O:18][CH3:19])=[O:17])[CH3:15])=[CH:24][CH:23]=1)([O:18][CH3:19])=[O:17]. Procedure details: To 1 liter of dry tetrahydrofuran was added 52 g of diisopropylamine. The mixture was cooled to -78° C and 325 ml of 1.6 M n-butyllithium in hexane was added. After 1 hour of stirring 52 g of methyl isobutyrate was added dropwise followed by stirring for another 30 minutes. Then 63 g of α,α'-dibromo-p-xylene was slowly added. The reaction mixture was stirred overnight and brought to room temperature. The mixture was filtered and solvent was removed from the filtrate by evaporation. The residue w... The product is C=CCSc1nc(C(C)(C)C)nn1C(=O)N(C)C. Starting materials: C=CCSc1nnc(C(C)(C)C)[nH]1, CN(C)C(=O)Cl, c1ccncc1. RXN SMILES: [C:1]([CH3:2])([CH3:3])([CH3:4])[c:5]1[n:6][n:7][c:8]([S:10][CH2:11][CH:12]=[CH2:13])[nH:9]1.[CH3:14][N:15]([C:16](=[O:17])[Cl:18])[CH3:19].[cH:20]1[cH:21][cH:22][n:23][cH:24][cH:25]1>>[C:1]([CH3:2])([CH3:3])([CH3:4])[c:5]1[n:6][n:7]([C:16]([N:15]([CH3:14])[CH3:19])=[O:17])[c:8]([S:10][CH2:11][CH:12]=[CH2:13])[n:9]1. Reactants: ClCCl, CC(C=Cc1ccc(C(F)(F)F)cc1)=CCO. Product: CC(C=Cc1ccc(C(F)(F)F)cc1)=CC=O. Reaction SMILES: [CH2:18]([Cl:19])[Cl:20].[CH3:1][C:2](=[CH:3][CH2:4][OH:5])[CH:6]=[CH:7][c:8]1[cH:9][cH:10][c:11]([C:14]([F:15])([F:16])[F:17])[cH:12][cH:13]1>>[CH3:1][C:2](=[CH:3][CH:4]=[O:5])[CH:6]=[CH:7][c:8]1[cH:9][cH:10][c:11]([C:14]([F:15])([F:16])[F:17])[cH:12][cH:13]1.